The task is: describe an organic reaction: reactants, conditions, products, and yield. This data is from the Open Reaction Database (ORD), a public repository of structured organic reaction records. Starting materials: ClCCCC(=O)C=1C=C2CCC(NC2=CC1)=O (6-(4-chloro-1-oxobutyl)-3,4-dihydrocarbostyril), [BH4-].[Na+] (sodium borohydride), Cl (hydrochloric acid). Solvent: CO (methanol). Run at time 1 hour. The product is ClCCC=CC=1C=C2CCC(NC2=CC1)=O (6-(4-chloro-1-butenyl)-3,4-dihydrocarbostyril). As a reaction SMILES: [Cl:1][CH2:2][CH2:3][CH2:4][C:5]([C:7]1[CH:8]=[C:9]2[C:14](=[CH:15][CH:16]=1)[NH:13][C:12](=[O:17])[CH2:11][CH2:10]2)=O.[BH4-].[Na+].Cl>CO>[Cl:1][CH2:2][CH2:3][CH:4]=[CH:5][C:7]1[CH:8]=[C:9]2[C:14](=[CH:15][CH:16]=1)[NH:13][C:12](=[O:17])[CH2:11][CH2:10]2 |f:1.2|. Procedure: 4.0 Grams of 6-(4-chloro-1-oxobutyl)-3,4-dihydrocarbostyril was disposed in 200 ml of methanol, and the suspension was stirred at a room temperature. Then 2.0 g of sodium borohydride was added to the suspension gradually and the reaction was continued for 1 hour. Next, 3 ml of concentrated hydrochloric acid was added to the reaction mixture and the mixture was concentrated under a reduce pressure with heat-refluxing condition to obtain a residue. The residue was extracted with chloroform and the... Procedure details: A mixture containing 595 g (3.2 mol) of 1,3-divinyl-1,1,3,3-tetramethyldisiloxane, 136 g (0.8 mol) of tetrachlorosilane and 2 ml of a 25% solution of phosphonitrile chloride in methylene chloride is stirred at room temperature for 8 hours. About 2.3 ml of tri-n-butylamine are then added to deactivate the phosphonitrile chloride. The reaction mixture is stirred for 30 minutes and then subjected to fractional distillation. About 216 g of 1,1,1-trichloro-3-vinyl-3,3-dimethyldisiloxane are obtained ... RXN SMILES: [CH:1]([Si:3]([CH3:11])([CH3:10])[O:4][Si](C=C)(C)C)=[CH2:2].[Cl:12][Si:13]([Cl:16])(Cl)[Cl:14].C(N(CCCC)CCCC)CCC>C(Cl)Cl>[Cl:12][Si:13]([Cl:16])([Cl:14])[O:4][Si:3]([CH:1]=[CH2:2])([CH3:11])[CH3:10]. Conditions: time 8 hour. Yield: 114.6%. Reactants: phosphonitrile chloride, C(CCC)N(CCCC)CCCC (tri-n-butylamine), C(=C)[Si](O[Si](C)(C)C=C)(C)C (1,3-divinyl-1,1,3,3-tetramethyldisiloxane), Cl[Si](Cl)(Cl)Cl (tetrachlorosilane), solution, phosphonitrile chloride. The solvent is C(Cl)Cl (methylene chloride). Yields the product Cl[Si](O[Si](C)(C)C=C)(Cl)Cl (1,1,1-trichloro-3-vinyl-3,3-dimethyldisiloxane). The reactants are C, CCOC(=O)C=C1CCN(Cc2cccnc2OC)CC1, CCOC(C)=O, [H][H], [Pd]. Yields the product CCOC(=O)CC1CCN(Cc2cccnc2OC)CC1. RXN SMILES: [C:30].[CH3:1][O:2][c:3]1[n:4][cH:5][cH:6][cH:7][c:8]1[CH2:9][N:10]1[CH2:11][CH2:12][C:13](=[CH:16][C:17](=[O:18])[O:19][CH2:20][CH3:21])[CH2:14][CH2:15]1.[CH3:24][CH2:25][O:26][C:27](=[O:28])[CH3:29].[H:22][H:23].[Pd:31]>>[CH3:1][O:2][c:3]1[n:4][cH:5][cH:6][cH:7][c:8]1[CH2:9][N:10]1[CH2:11][CH2:12][CH:13]([CH2:16][C:17](=[O:18])[O:19][CH2:20][CH3:21])[CH2:14][CH2:15]1. Reactants: C1(=CC=CC=C1)[Mg]Cl (phenyl magnesium chloride), CN(C1(CCC2(OCCO2)CC1)C#N)C (8-dimethylamino-1,4-dioxaspiro[4.5] decane-8-carbonitrile), [Cl-].[NH4+] (ammonium chloride). Run in C1CCOC1 (THF), O1CCCC1 (tetrahydrofuran). Run at time 8 hour. Product: CN(C1(CCC2(OCCO2)CC1)C1=CC=CC=C1)C (dimethyl-(8-phenyl-1,4-dioxaspiro[4.5]dec-8-yl)amine). RXN SMILES: [CH3:1][N:2]([CH3:15])[C:3]1([C:13]#N)[CH2:12][CH2:11][C:6]2([O:10][CH2:9][CH2:8][O:7]2)[CH2:5][CH2:4]1.[C:16]1([Mg]Cl)[CH:21]=[CH:20]C=[CH:18][CH:17]=1.[Cl-].[NH4+]>O1CCCC1>[CH3:1][N:2]([CH3:15])[C:3]1([C:13]2[CH:20]=[CH:21][CH:16]=[CH:17][CH:18]=2)[CH2:12][CH2:11][C:6]2([O:10][CH2:9][CH2:8][O:7]2)[CH2:5][CH2:4]1 |f:2.3|. Procedure: 30 g 8-dimethylamino-1,4-dioxaspiro[4.5] decane-8-carbonitrile were dissolved in 300 ml tetrahydrofuran, 143 ml 2.0 molar phenyl magnesium chloride solution in THF were added under a nitrogen atmosphere and stirred overnight at ambient temperature. To work up the mixture, 100 ml ammonium chloride solution (20% by weight) were added with ice cooling, the phases were separated, the aqueous phase was extracted twice with 250 ml diethylether in each case, the combined organic phases were dried over ... The reactants are CC[O-], CCO, CCOC(C)=O, OCc1ccc(Cl)nc1, [Na+]. The product is CCOc1ccc(CO)cn1. RXN SMILES: [CH3:11][CH2:12][O-:13].[CH3:14][CH2:15][OH:16].[CH3:17][CH2:18][O:19][C:20](=[O:21])[CH3:22].[Cl:1][c:2]1[cH:3][cH:4][c:5]([CH2:8][OH:9])[cH:6][n:7]1.[Na+:10]>>[c:2]1([O:13][CH2:12][CH3:11])[cH:3][cH:4][c:5]([CH2:8][OH:9])[cH:6][n:7]1.